From a dataset of the Open Reaction Database (ORD), a public repository of structured organic reaction records. describe an organic reaction: reactants, conditions, products, and yield Reactants: C(C)OC(C(C1=NC(=NC(=C1)C)N1C=NC=C1)N=C(C1=CC=CC=C1)C1=CC=CC=C1)=O ((benzhydrylidene-amino)-(2-imidazol-1-yl-6-methyl-pyrimidin-4-yl)-acetic acid ethyl ester), C(=O)([O-])[O-].[K+].[K+] (K2CO3). Run in C1CCOC1 (THF), O (water), Cl (hydrochloride). Yields the product C(C)OC(C(C1=NC(=NC(=C1)C)N1C=NC=C1)N)=O (amino-(2-imidazol-1-yl-6-methyl-pyrimidin-4-yl)-acetic acid ethyl ester). Yield: 69.6%. As a reaction SMILES: [CH2:1]([O:3][C:4](=[O:32])[CH:5]([N:18]=C(C1C=CC=CC=1)C1C=CC=CC=1)[C:6]1[CH:11]=[C:10]([CH3:12])[N:9]=[C:8]([N:13]2[CH:17]=[CH:16][N:15]=[CH:14]2)[N:7]=1)[CH3:2].C([O-])([O-])=O.[K+].[K+]>C1COCC1.O.Cl>[CH2:1]([O:3][C:4](=[O:32])[CH:5]([NH2:18])[C:6]1[CH:11]=[C:10]([CH3:12])[N:9]=[C:8]([N:13]2[CH:17]=[CH:16][N:15]=[CH:14]2)[N:7]=1)[CH3:2] |f:1.2.3|. Procedure: A solution of (benzhydrylidene-amino)-(2-imidazol-1-yl-6-methyl-pyrimidin-4-yl)-acetic acid ethyl ester (460 mg, 1.10 mmol) in THF (4 mL), water (3 mL) and hydrochloride acid (1 mL, 37%) was stirred at r.t for 0.5 h. The saturated K2CO3 solution was added to make the solution basic (pH 9). The mixture was extracted with ethyl acetate (2×100 mL), washed with brine and dried over Na2SO4. Evaporation of the solvent and purification by column chromatography gave 200 mg (70%) of amino-(2-imidazol-1-y...